The task is: describe an organic reaction: reactants, conditions, products, and yield. This data is from the Open Reaction Database (ORD), a public repository of structured organic reaction records. Starting materials: NC1=C(C(=NC(=C1F)Cl)C(=O)OC)Cl (Methyl 4-amino-3,6-dichloro-5-fluoropicolinate), [F-].[Cs+] (cesium fluoride), [F-].[K+] (potassium fluoride), FC=1C(=CC=C2C=CNC12)B1OC(C(O1)(C)C)(C)C (7-fluoro-6-(4,4,5,5-tetramethyl-1,3,2-dioxaborolan-2-yl)-1H-indole), [F-].[Cs+] (cesium fluoride). Reagents/catalysts: Cl[Pd]([P](C1=CC=CC=C1)(C2=CC=CC=C2)C3=CC=CC=C3)([P](C4=CC=CC=C4)(C5=CC=CC=C5)C6=CC=CC=C6)Cl (bis(triphenylphosphine)palladium(II) chloride). The solvent is O (water), C(C)#N (acetonitrile). Yields the product NC1=C(C(=NC(=C1F)C1=CC=C2C=CNC2=C1F)C(=O)OC)Cl (Methyl 4-amino-3-chloro-5-fluoro-6-(7-fluoro-1H-indol-6-yl)picolinate). Yield: 56.3%. RXN SMILES: [NH2:1][C:2]1[C:7]([F:8])=[C:6](Cl)[N:5]=[C:4]([C:10]([O:12][CH3:13])=[O:11])[C:3]=1[Cl:14].[F:15][C:16]1[C:17](B2OC(C)(C)C(C)(C)O2)=[CH:18][CH:19]=[C:20]2[C:24]=1[NH:23][CH:22]=[CH:21]2.[F-].[Cs+].[F-].[K+]>C(#N)C.O.Cl[Pd](Cl)([P](C1C=CC=CC=1)(C1C=CC=CC=1)C1C=CC=CC=1)[P](C1C=CC=CC=1)(C1C=CC=CC=1)C1C=CC=CC=1>[NH2:1][C:2]1[C:7]([F:8])=[C:6]([C:17]2[C:16]([F:15])=[C:24]3[C:20]([CH:21]=[CH:22][NH:23]3)=[CH:19][CH:18]=2)[N:5]=[C:4]([C:10]([O:12][CH3:13])=[O:11])[C:3]=1[Cl:14] |f:2.3,4.5,^1:44,63|. Reported procedure: Methyl 4-amino-3,6-dichloro-5-fluoropicolinate (0.650 g, 2.72 mmol), 7-fluoro-6-(4,4,5,5-tetramethyl-1,3,2-dioxaborolan-2-yl)-1H-indole (0.817 g, 3.13 mmol), bis(triphenylphosphine)palladium(II) chloride (0.191 g, 0.272 mmol), and cesium fluoride (0.826 g, 5.44 mmol, Note: potassium fluoride replaced cesium fluoride in some examples that refer to this particular example) were combined in acetonitrile (4.53 mL) and water (4.53 mL). The reaction mixture was irradiated in a Biotage Initiator microw... The reactants are COC1=CC=C(CN2N=CC(=C2)C=2SC=C(N2)N)C=C1 (2-(1-(4-methoxybenzyl)-1H-pyrazol-4-yl)thiazol-4-amine), ClC1=NC=CC=C1 (2-chloropyridine), C1(CCCCC1)P(F)C(C)(C)C (CyPF-tBu), CC(C)([O-])C.[Na+] (sodium tert-butoxide). The reagents and catalysts are CC(=O)[O-].CC(=O)[O-].[Pd+2] (Pd(OAc)2). Solvent: COCCOC (DME). Yields the product COC1=CC=C(CN2N=CC(=C2)C=2SC=C(N2)NC2=NC=CC=C2)C=C1 (N-(2-(1-(4-methoxybenzyl)-1H-pyrazol-4-yl)thiazol-4-yl)pyridin-2-amine). The yield is 55.7%. Reaction SMILES: [CH3:1][O:2][C:3]1[CH:20]=[CH:19][C:6]([CH2:7][N:8]2[CH:12]=[C:11]([C:13]3[S:14][CH:15]=[C:16]([NH2:18])[N:17]=3)[CH:10]=[N:9]2)=[CH:5][CH:4]=1.Cl[C:22]1[CH:27]=[CH:26][CH:25]=[CH:24][N:23]=1.C1(P(C(C)(C)C)F)CCCCC1.CC(C)([O-])C.[Na+]>COCCOC.CC([O-])=O.CC([O-])=O.[Pd+2]>[CH3:1][O:2][C:3]1[CH:4]=[CH:5][C:6]([CH2:7][N:8]2[CH:12]=[C:11]([C:13]3[S:14][CH:15]=[C:16]([NH:18][C:22]4[CH:27]=[CH:26][CH:25]=[CH:24][N:23]=4)[N:17]=3)[CH:10]=[N:9]2)=[CH:19][CH:20]=1 |f:3.4,6.7.8|. Procedure details: According to Scheme 1 Step 9: A solution of 2-(1-(4-methoxybenzyl)-1H-pyrazol-4-yl)thiazol-4-amine (0.70 mmol, 200 mg), 2-chloropyridine (0.70 mmol, 65.6 μL), CyPF-tBu (52 μmol, 29.4 mg), Pd(OAc)2 (52 μmol, 11.8 mg) and sodium tert-butoxide (0.98 mmol, 71.4 mg) in DME (698 μL) was stirred at 80° C. for 12 hours under nitrogen in a microwave tube. After filtration through celite, the resulting crude product was purified by flash chromatography over silica gel using DCM/EtOH/NH3 (100:0:0 to 95:4.5... Run in ClCCl (dichloromethane), O (Water), C1(=CC=CC=C1)C (toluene), ClCCl (dichloromethane), C1CCOC1 (THF), C1CCOC1 (THF). Conditions: temperature 68 celsius, time 10 minute. Reported procedure: To a suspension of magnesium (1.14 g, 46.9 mmol) in dry THF (50 mL) is added iodine (100 mg) followed by slow addition of 6-bromobenzo[b]thiophene (5.00 g, 23.5 mmol) in dry THF (100 mL) at 64° C. (internal temperature) under a nitrogen atmosphere. During the addition, dry toluene (20 mL) is added to the mixture. When addition is completed, the mixture is heated at 68° C. (internal temperature) for 3 hours then cooled to −60° C. where a stream of sulfur dioxide is passed through the solution for... Reactants: ClN1C(CCC1=O)=O (N-chlorosuccinimide), S(=O)=O (sulfur dioxide), S(=O)=O (sulfur dioxide), BrC=1C=CC2=C(SC=C2)C1 (6-bromobenzo[b]thiophene), II (iodine), NC(C1=CC=CC=C1)C1=CC=CC=C1 (aminodiphenylmethane), [Mg] (magnesium). The product is C(C1=CC=CC=C1)(C1=CC=CC=C1)NS(=O)(=O)C=1C=CC2=C(SC=C2)C1 (benzo[b]thiophene-6-sulfonic acid benzhydrylamide). Reaction SMILES: [Mg].II.Br[C:5]1[CH:6]=[CH:7][C:8]2[CH:12]=[CH:11][S:10][C:9]=2[CH:13]=1.[S:14](=[O:16])=[O:15].ClN1C(=O)CCC1=O.[NH2:25][CH:26]([C:33]1[CH:38]=[CH:37][CH:36]=[CH:35][CH:34]=1)[C:27]1[CH:32]=[CH:31][CH:30]=[CH:29][CH:28]=1>C1COCC1.ClCCl.O.C1(C)C=CC=CC=1>[CH:26]([NH:25][S:14]([C:5]1[CH:6]=[CH:7][C:8]2[CH:12]=[CH:11][S:10][C:9]=2[CH:13]=1)(=[O:16])=[O:15])([C:33]1[CH:34]=[CH:35][CH:36]=[CH:37][CH:38]=1)[C:27]1[CH:32]=[CH:31][CH:30]=[CH:29][CH:28]=1. Reactants: CCOC(=O)COc1ccc(C#N)cc1, CCOCC, CCO, Cl. Yields the product CCOC(=N)c1ccc(OCC(=O)OCC)cc1, Cl. Reaction SMILES: [C:2](#[N:3])[c:4]1[cH:5][cH:6][c:7]([O:8][CH2:9][C:10](=[O:11])[O:12][CH2:13][CH3:14])[cH:15][cH:16]1.[CH3:17][CH2:18][O:19][CH2:20][CH3:21].[CH3:22][CH2:23][OH:24].[ClH:1]>>[C:2](=[NH:3])([c:4]1[cH:5][cH:6][c:7]([O:8][CH2:9][C:10](=[O:11])[O:12][CH2:13][CH3:14])[cH:15][cH:16]1)[O:19][CH2:18][CH3:17].[ClH:1]. Reactants: [H][H] (hydrogen), 100, CNC.C1(CCCCC1)=O (dimethylamine cyclohexanone), C1(CCCCC1)=O (cyclohexanone), CNC (Dimethylamine), C1(CCCCC1)=O (cyclohexanone), C1(CCCCC1)=O (cyclohexanone). Solvent: O (water). Yields the product CN(C)C1CCCCC1 (N,N-dimethylcyclohexylamine). As a reaction SMILES: [H][H].[CH3:3][NH:4][CH3:5].[C:6]1(=O)[CH2:11][CH2:10][CH2:9][CH2:8][CH2:7]1.CNC.C1(=O)CCCCC1>O>[CH3:3][N:4]([CH:6]1[CH2:11][CH2:10][CH2:9][CH2:8][CH2:7]1)[CH3:5] |f:3.4|. Reported procedure: Under atmospheric pressure (1 bar absolute), the fresh gas flow was set to a constant 100 standard l/h (standard l=standard liters=volume at STP) by means of hydrogen. Dimethylamine and cyclohexanone were vaporized separately and, after mixing, introduced into the hot fresh gas stream. The laden gas stream was reacted isothermally at 150° C. (+/−2° C.) and 1 bar absolute over the catalyst in a tube reactor. The synthesis was carried out at a space velocity over the catalyst of 0.10 lalcohol/lcat... The reactants are CC1=CC=2C(C3=CC=CC(=C3C(C2C=C1C)=O)NO)=O (2,3-dimethyl-5-hydroxylaminoanthraquinone), 600, CO (methyl alcohol), Cl (hydrochloric acid). Reagents/catalysts: [Zn] (zinc). Run in O (water). Reaction conditions: temperature 70 celsius. Product: 42.8, CC1=CC=2C(C3=CC=CC(=C3C(C2C=C1C)=O)N)=O (2,3-dimethyl-5-aminoanthraquinone). As a reaction SMILES: [CH3:1][C:2]1[C:15]([CH3:16])=[CH:14][C:13]2[C:12](=[O:17])[C:11]3[C:6](=[CH:7][CH:8]=[CH:9][C:10]=3[NH:18]O)[C:5](=[O:20])[C:4]=2[CH:3]=1.CO.Cl>[Zn].O>[CH3:1][C:2]1[C:15]([CH3:16])=[CH:14][C:13]2[C:12](=[O:17])[C:11]3[C:6](=[CH:7][CH:8]=[CH:9][C:10]=3[NH2:18])[C:5](=[O:20])[C:4]=2[CH:3]=1. Reported procedure: 50 Parts of 2,3-dimethyl-5-hydroxylaminoanthraquinone was added to a mixture of 600 parts of methyl alcohol, 200 parts of water and 60 parts of a 35 % aqueous hydrochloric acid and the mixture was heated with stirring to 70°C, then added thereto 15 parts of zinc dust little by little over 1 hour. The reaction mixture was maintained at 70°C for additional 3 hours and then cooled to 25°C and filtered. The residue was washed with water and dried to obtain 42.8 parts of 2,3-dimethyl-5-aminoanthraqui... Reactants: ClCC(=O)N (2-chloroacetamide), N1C[C@H](C2=CC=CC=C12)CCN1CCN(CC1)C=1C=C2C=CNC2=CC1 (5-{4-[(S)-2-(2,3-dihydro-1H-indol-3-yl)-ethyl]-piperazin-1-yl}-1H-indole), [I-].[K+] (Potassium iodide), C([O-])([O-])=O.[K+].[K+] (potassium carbonate). Run in CN1C(CCC1)=O (N-methylpyrrolidin-2-one), CC(CC)=O (butanone). The product is Cl.Cl.N1C=CC2=CC(=CC=C12)N1CCN(CC1)CC[C@@H]1CN(C2=CC=CC=C12)CC(=O)N (2-((+)-(S)-3-{2-[4-(1H-Indol-5-yl)-piperazin-1-yl]-ethyl}-2,3-dihydro-1H-indol-1-yl)-acetamide dihydrochloride). Isolated yield 67.6%. RXN SMILES: [Cl:1][CH2:2][C:3]([NH2:5])=[O:4].[NH:6]1[C:14]2[C:9](=[CH:10][CH:11]=[CH:12][CH:13]=2)[C@H:8]([CH2:15][CH2:16][N:17]2[CH2:22][CH2:21][N:20]([C:23]3[CH:24]=[C:25]4[C:29](=[CH:30][CH:31]=3)[NH:28][CH:27]=[CH:26]4)[CH2:19][CH2:18]2)[CH2:7]1.[I-].[K+].C(=O)([O-])[O-].[K+].[K+]>CN1CCCC1=O.CC(=O)CC>[ClH:1].[ClH:1].[NH:28]1[C:29]2[C:25](=[CH:24][C:23]([N:20]3[CH2:21][CH2:22][N:17]([CH2:16][CH2:15][C@H:8]4[C:9]5[C:14](=[CH:13][CH:12]=[CH:11][CH:10]=5)[N:6]([CH2:2][C:3]([NH2:5])=[O:4])[CH2:7]4)[CH2:18][CH2:19]3)=[CH:31][CH:30]=2)[CH:26]=[CH:27]1 |f:2.3,4.5.6,9.10.11|. Procedure details: To a clear solution of 2-chloroacetamide (17.7 g, 0.19 mol) in N-methylpyrrolidin-2-one (500 mL) was slowly added a solution of 5-{4-[(S)-2-(2,3-dihydro-1H-indol-3-yl)-ethyl]-piperazin-1-yl}-1H-indole (52.6 g, 0.15 mol) in butanone (600 mL). Potassium iodide (29.0 g, 0.17 mol) and potassium carbonate (31.4 g, 0.15 mol) was added and the resulting mixture was boiled under reflux for 1 h, filtered and poured onto a mixture of ice and brine. The aqueous phase was extracted with ethyl acetate, and t...